Dataset: the Open Reaction Database (ORD), a public repository of structured organic reaction records. Task: describe an organic reaction: reactants, conditions, products, and yield The reactants are CC(C(=O)OCC)(CC1=CC=CC=C1)C (Ethyl 2,2-dimethyl-3-phenylpropionate), [OH-].[K+] (potassium hydroxide), O (water). Run in CO (methanol). Yields the product CC(C(=O)O)(CC1=CC=CC=C1)C (2,2-Dimethyl-3-phenylpropionic acid). As a reaction SMILES: [CH3:1][C:2]([CH3:15])([CH2:8][C:9]1[CH:14]=[CH:13][CH:12]=[CH:11][CH:10]=1)[C:3]([O:5]CC)=[O:4].[OH-].[K+].O>CO>[CH3:1][C:2]([CH3:15])([CH2:8][C:9]1[CH:14]=[CH:13][CH:12]=[CH:11][CH:10]=1)[C:3]([OH:5])=[O:4] |f:1.2|. Procedure: A solution of 1 g (20 mmol) of ethyl 2,2-dimethyl-3-phenylpropionate (stage 1) and 3.5 g (61 mmol) of potassium hydroxide in 15 ml of methanol was heated under reflux for 2 hours. Thereafter, 50 ml of water were added and the mixture was extracted twice with ether. The aqueous phase was acidified with concentrated hydrochloric acid and extracted again with ether, the organic phase was dried over magnesium sulfate and the solvent was striped off in vacuo. The reactants are ClC1=CC=C(C=C1)C=1C=C2C(=NC1C1=C(C=C(C=C1)Cl)Cl)OC(CC2O)(C)C (6-(4-Chlorophenyl)-7-(2,4-dichlorophenyl)-2,2-dimethyl-3,4-dihydro-2H-pyrano[2,3-b]pyridin-4-ol), BrCC (bromoethane), [H-].[Na+] (NaH). The solvent is CN(C)C=O (DMF). Reaction conditions: time 1 hour. Product: ClC1=CC=C(C=C1)C=1C=C2C(=NC1C1=C(C=C(C=C1)Cl)Cl)OC(CC2OCC)(C)C (6-(4-Chlorophenyl)-7-(2,4-dichlorophenyl)-4-ethoxy-2,2-dimethyl-3,4-dihydro-2H-pyrano[2,3-b]pyridine). Reaction SMILES: [Cl:1][C:2]1[CH:7]=[CH:6][C:5]([C:8]2[CH:9]=[C:10]3[CH:25]([OH:26])[CH2:24][C:23]([CH3:28])([CH3:27])[O:22][C:11]3=[N:12][C:13]=2[C:14]2[CH:19]=[CH:18][C:17]([Cl:20])=[CH:16][C:15]=2[Cl:21])=[CH:4][CH:3]=1.Br[CH2:30][CH3:31].[H-].[Na+]>CN(C=O)C>[Cl:1][C:2]1[CH:3]=[CH:4][C:5]([C:8]2[CH:9]=[C:10]3[CH:25]([O:26][CH2:30][CH3:31])[CH2:24][C:23]([CH3:28])([CH3:27])[O:22][C:11]3=[N:12][C:13]=2[C:14]2[CH:19]=[CH:18][C:17]([Cl:20])=[CH:16][C:15]=2[Cl:21])=[CH:6][CH:7]=1 |f:2.3|. Procedure details: To the product of Example 68 (60 mg, 0.14 mmol) in DMF (1 mL) was added bromoethane (152 mg, 1.4 mmol) and NaH (6 mg, 0.14 mmol) and the suspension was stirred for 1 h at rt. The reaction was quenched by adding 1N HCl and water. The reaction was diluted with EtOAc, washed with a saturated aq NaHCO3 solution, brine, dried (Na2SO4), filtered and concentrated The residue was purified by flash chromatography on silica gel gradient eluted with 85% CH2Cl2 in hexane to afford the title compound. (LC-2)... Yields the product Clc1ccc2c(c1)Nc1ncccc1N=C2c1ccccc1. Reaction SMILES: [CH3:24][c:25]1[cH:26][cH:27][cH:28][cH:29][cH:30]1.[NH2:1][c:2]1[c:3]([NH:8][c:9]2[c:10]([C:16](=[O:17])[c:18]3[cH:19][cH:20][cH:21][cH:22][cH:23]3)[cH:11][cH:12][c:13]([Cl:15])[cH:14]2)[n:4][cH:5][cH:6][cH:7]1>>[N:1]1=[C:16]([c:18]2[cH:19][cH:20][cH:21][cH:22][cH:23]2)[c:10]2[c:9]([cH:14][c:13]([Cl:15])[cH:12][cH:11]2)[NH:8][c:3]2[c:2]1[cH:7][cH:6][cH:5][n:4]2. The reactants are Cc1ccccc1, Nc1cccnc1Nc1cc(Cl)ccc1C(=O)c1ccccc1. Product: C(N)(OC1=CC=CC2=CC=CC=C12)=O (1-naphthyl carbamate). Run in N1=CC=CC=C1 (pyridine). RXN SMILES: CC(CSC[C@H]1[O:11][C@@H:10]([N:12]2C3NC=NC(=O)C=3N=C2)[C@H](O)[C@@H]1O)C.[C:24]1([OH:34])[C:33]2[C:28](=[CH:29][CH:30]=[CH:31][CH:32]=2)[CH:27]=[CH:26][CH:25]=1.C(N(CC)C(Cl)=O)C>N1C=CC=CC=1>[C:10](=[O:11])([O:34][C:24]1[C:33]2[C:28](=[CH:29][CH:30]=[CH:31][CH:32]=2)[CH:27]=[CH:26][CH:25]=1)[NH2:12]. Reported procedure: Sibi et al (J. Org. Chem., 48 (11), 1935-1937, 1983) disclose reaction of 1-naphthol with diethyl carbamyl chloride in pyridine to produce a 1-naphthyl carbamate. Treatment of 1-naphthyl carbamate under the standard conditions for methylation of tertiary amides (1.1 equiv. sec-BuLi/TMEDA/THF/-78° C./1 hour) followed by quenching with methyl iodide, warming to room temperature (8 to 12 hours) and NH4Cl work-up, afforded 2-methyl-1-naphthyl carbamate in a yield of 90%. Carbamate removal was effect... Starting materials: CC(C)CSC[C@@H]1[C@H]([C@H]([C@@H](O1)N2C=NC3=C2NC=NC3=O)O)O (Sibi), ( 11 ), C1(=CC=CC2=CC=CC=C12)O (1-naphthol), C(C)N(C(=O)Cl)CC (diethyl carbamyl chloride).